From a dataset of the Open Reaction Database (ORD), a public repository of structured organic reaction records. describe an organic reaction: reactants, conditions, products, and yield Reactants: O=Cc1cc(O)ccc1Br, O=C([O-])[O-], CCOC(=O)c1nc(Cl)ccc1Br, [Cs+], [Cs+], CN(C)C=O. Yields the product CCOC(=O)c1nc(Oc2ccc(Br)c(C=O)c2)ccc1Br. As a reaction SMILES: [Br:14][c:15]1[c:16]([CH:17]=[O:18])[cH:19][c:20]([OH:23])[cH:21][cH:22]1.[C:24](=[O:25])([O-:26])[O-:27].[CH2:1]([CH3:2])[O:3][C:4](=[O:5])[c:6]1[n:7][c:8]([Cl:13])[cH:9][cH:10][c:11]1[Br:12].[Cs+:28].[Cs+:29].[O:30]=[CH:31][N:32]([CH3:33])[CH3:34]>>[CH2:1]([CH3:2])[O:3][C:4](=[O:5])[c:6]1[n:7][c:8]([O:23][c:20]2[cH:19][c:16]([CH:17]=[O:18])[c:15]([Br:14])[cH:22][cH:21]2)[cH:9][cH:10][c:11]1[Br:12]. The reactants are ClCCCCC1=CNC2=CC=C(C=C12)OC (3-(4-chlorobutyl)-5-methoxyindole), OC=1C=C2C(=CNC2=CC1)C1=CCNCC1 (4-(5-hydroxyindol-3-yl)-1,2,5,6-tetrahydropyridine). Yields the product N1C=C(C2=CC=CC=C12)CCCCN1CC=C(CC1)C1=CNC2=CC=CC=C12 (3-[1-(4-(indol-3-yl)butyl)-1,2,5,6-tetrahydropyrid-4-yl]-indole). As a reaction SMILES: Cl[CH2:2][CH2:3][CH2:4][CH2:5][C:6]1[C:14]2[C:9](=[CH:10][CH:11]=[C:12](OC)[CH:13]=2)[NH:8][CH:7]=1.O[C:18]1[CH:19]=[C:20]2[C:24](=[CH:25][CH:26]=1)[NH:23][CH:22]=[C:21]2[C:27]1[CH2:32][CH2:31][NH:30][CH2:29][CH:28]=1>>[NH:8]1[C:9]2[C:14](=[CH:13][CH:12]=[CH:11][CH:10]=2)[C:6]([CH2:5][CH2:4][CH2:3][CH2:2][N:30]2[CH2:31][CH2:32][C:27]([C:21]3[C:20]4[C:24](=[CH:25][CH:26]=[CH:18][CH:19]=4)[NH:23][CH:22]=3)=[CH:28][CH2:29]2)=[CH:7]1. Reported procedure: of 3-(4-chlorobutyl)-5-methoxyindole with 4-(5-hydroxyindol-3-yl)-1,2,5,6-tetrahydropyridine: